This data is from the Open Reaction Database (ORD), a public repository of structured organic reaction records. The task is: describe an organic reaction: reactants, conditions, products, and yield Reactants: C(=O)C1=CC=C(S1)C=1SC=CC1 (5-formyl-2,2'-bithiophene), CC(=O)C(OC)OC (dimethoxymethyl methyl ketone), O (Water), [OH-].[K+] (Potassium hydroxide). The solvent is C(C)O (ethanol). Yields the product COC(C(C=CC1=CC=C(S1)C=1SC=CC1)=O)OC (5-(4,4-dimethoxy-3-oxo-1-butenyl)-2,2'-bithiophene). As a reaction SMILES: [CH:1]([C:3]1[S:7][C:6]([C:8]2[S:9][CH:10]=[CH:11][CH:12]=2)=[CH:5][CH:4]=1)=O.[CH3:13][C:14]([CH:16]([O:19][CH3:20])[O:17][CH3:18])=[O:15].[OH-].[K+].O>C(O)C>[CH3:18][O:17][CH:16]([O:19][CH3:20])[C:14](=[O:15])[CH:13]=[CH:1][C:3]1[S:7][C:6]([C:8]2[S:9][CH:10]=[CH:11][CH:12]=2)=[CH:5][CH:4]=1 |f:2.3|. Procedure: To a solution of 5-formyl-2,2'-bithiophene (4.0 g) in ethanol (120 ml) was added dimethoxymethyl methyl ketone (3 ml). Potassium hydroxide aqueous solution (50%) was added dropwisely into the solution mixture at 16° C. Color changed from yellowish brown into dark green, then dark brown. Yellow solid was formed during the reaction. Water was added. Solid residue was filtered and washed with water, redissolved in acetone and separated by silica gel chromatography eluted with ethyl acetate/n-hexane... The reactants are CCOC(C)=O, Clc1ccc(C2CNc3ccccc3S2)cc1, O=C(Cl)C1CCCN1S(=O)(=O)c1ccc2ccccc2c1, c1ccncc1. Product: O=C(C1CCCN1S(=O)(=O)c1ccc2ccccc2c1)N1CC(c2ccc(Cl)cc2)Sc2ccccc21. RXN SMILES: [CH3:39][CH2:40][O:41][C:42](=[O:43])[CH3:44].[Cl:1][c:2]1[cH:3][cH:4][c:5]([CH:8]2[S:9][c:10]3[c:11]([cH:14][cH:15][cH:16][cH:17]3)[NH:12][CH2:13]2)[cH:6][cH:7]1.[cH:18]1[c:19]([S:28](=[O:29])(=[O:30])[N:31]2[CH:32]([C:33](=[O:34])[Cl:35])[CH2:36][CH2:37][CH2:38]2)[cH:20][cH:21][c:22]2[cH:23][cH:24][cH:25][cH:26][c:27]12.[cH:45]1[cH:46][cH:47][n:48][cH:49][cH:50]1>>[Cl:1][c:2]1[cH:3][cH:4][c:5]([CH:8]2[S:9][c:10]3[c:11]([cH:14][cH:15][cH:16][cH:17]3)[N:12]([C:33]([CH:32]3[N:31]([S:28]([c:19]4[cH:18][c:27]5[c:22]([cH:21][cH:20]4)[cH:23][cH:24][cH:25][cH:26]5)(=[O:29])=[O:30])[CH2:38][CH2:37][CH2:36]3)=[O:34])[CH2:13]2)[cH:6][cH:7]1. The reactants are Cc1csc(N)c1C(N)=O, O=C(O)Cc1cccc2nccnc12. Product: Cc1csc(NC(=O)Cc2cccc3nccnc23)c1C(N)=O. Reaction SMILES: [NH2:15][c:16]1[s:17][cH:18][c:19]([CH3:24])[c:20]1[C:21](=[O:22])[NH2:23].[n:1]1[cH:2][cH:3][n:4][c:5]2[c:6]([CH2:11][C:12](=[O:13])[OH:14])[cH:7][cH:8][cH:9][c:10]12>>[n:1]1[cH:2][cH:3][n:4][c:5]2[c:6]([CH2:11][C:12](=[O:14])[NH:15][c:16]3[s:17][cH:18][c:19]([CH3:24])[c:20]3[C:21](=[O:22])[NH2:23])[cH:7][cH:8][cH:9][c:10]12. Reactants: [BH-](OC(=O)C)(OC(=O)C)OC(=O)C.[Na+] (NaBH(OAc)3), C1(=CC=CC=C1)C1=C(N=C2N1C=CC=N2)C2=CC=C(C=O)C=C2 (4-(3-phenylimidazo[1,2-a]pyrimidin-2-yl)benzaldehyde), [BH-](OC(=O)C)(OC(=O)C)OC(=O)C.[Na+] (NaBH(OAc)3), 2-(5-Piperidin-1,2,4]triazol-3-yl, Intermediate A, N(N)C(=O)C1CCN(CC1)C(=O)OC(C)(C)C (tert-butyl 4-(hydrazinocarbonyl)piperidine-1-carboxylate), N1=C(C=CC=C1)C#N (pyridine-2-carbonitrile). The solvent is CO (methanol), C(C)N(CC)CC (triethylamine), C(C)(=O)O (acetic acid), N1=CC=CC=C1 (pyridine). The product is C1(=CC=CC=C1)C1=C(N=C2N1C=CC=N2)C2=CC=C(C=C2)CN2CCC(CC2)C2=NNC(=N2)C2=NC=CC=C2 (3-phenyl-2-(4-{[4-(5-pyridin-2-yl-1H-1,2,4-triazol-3-yl)piperidin-1-yl]methyl}phenyl)imidazo[1,2-a]pyrimidine). Reaction SMILES: [C:1]1([C:7]2[N:11]3[CH:12]=[CH:13][CH:14]=[N:15][C:10]3=[N:9][C:8]=2[C:16]2[CH:23]=[CH:22][C:19]([CH:20]=O)=[CH:18][CH:17]=2)[CH:6]=[CH:5][CH:4]=[CH:3][CH:2]=1.[NH:24]([C:26]([CH:28]1[CH2:33][CH2:32][N:31](C(OC(C)(C)C)=O)[CH2:30][CH2:29]1)=O)[NH2:25].[N:41]1[CH:46]=[CH:45][CH:44]=[CH:43][C:42]=1[C:47]#[N:48].[BH-](OC(C)=O)(OC(C)=O)OC(C)=O.[Na+]>CO.C(O)(=O)C.N1C=CC=CC=1.C(N(CC)CC)C>[C:1]1([C:7]2[N:11]3[CH:12]=[CH:13][CH:14]=[N:15][C:10]3=[N:9][C:8]=2[C:16]2[CH:23]=[CH:22][C:19]([CH2:20][N:31]3[CH2:30][CH2:29][CH:28]([C:26]4[N:48]=[C:47]([C:42]5[CH:43]=[CH:44][CH:45]=[CH:46][N:41]=5)[NH:25][N:24]=4)[CH2:33][CH2:32]3)=[CH:18][CH:17]=2)[CH:6]=[CH:5][CH:4]=[CH:3][CH:2]=1 |f:3.4|. Procedure details: 0.14 ml triethylamine is added to a solution of 156 mg 4-(3-phenylimidazo[1,2-a]pyrimidin-2-yl)benzaldehyde in 10 ml methanol. To this solution a solution of 140 mg 2-(5-Piperidin-1,2,4]triazol-3-yl)-pyridine*2HCl (Intermediate A prepared from tert-butyl 4-(hydrazinocarbonyl)piperidine-1-carboxylate and pyridine-2-carbonitrile according to a procedure described in U.S. Pat. No. 4,011,218 or WO2005100344) is added, followed by 0.07 ml glacial acetic acid and 198 mg NaBH(OAc)3. The resulting mixtu... The yield is 57.2%. The reactants are COC(=O)C1=CC2=C(N=CN2CC(C)C)C(=C1)I (7-iodo-3-isobutyl-3H-benzoimidazole-5-carboxylic acid methyl ester), [Br-].CC=1C=CC(=NC1)[Zn+] (5-methyl-pyridinyl zinc bromide). Run at time 8 hour. Procedure: To a solution of 7-iodo-3-isobutyl-3H-benzoimidazole-5-carboxylic acid methyl ester (400 mg, 1.12 mmol) in THF (4 mL) was added Pd(PPh3)4 (65 mg, 0.056 mmol), followed by 5-methyl-pyridinyl zinc bromide (2.68 mL of 0.5M solution in THF, 1.34 mmol). The reaction mixture was stirred overnight at room temperature, then quenched by addition of saturated aqueous NH4Cl solution. The mixture was partitioned between water and ethyl acetate, and the organic layer was separated, dried over MgSO4, filtered... Reagents/catalysts: C=1C=CC(=CC1)[P](C=2C=CC=CC2)(C=3C=CC=CC3)[Pd]([P](C=4C=CC=CC4)(C=5C=CC=CC5)C=6C=CC=CC6)([P](C=7C=CC=CC7)(C=8C=CC=CC8)C=9C=CC=CC9)[P](C=1C=CC=CC1)(C=1C=CC=CC1)C=1C=CC=CC1 (Pd(PPh3)4). The product is COC(=O)C1=CC2=C(N=CN2CC(C)C)C(=C1)C1=NC=C(C=C1)C (3-Isobutyl-7-(5-methyl-pyridin-2-yl)-3H-benzoimidazole-5-carboxylic acid methyl ester). As a reaction SMILES: [CH3:1][O:2][C:3]([C:5]1[CH:17]=[C:16](I)[C:8]2[N:9]=[CH:10][N:11]([CH2:12][CH:13]([CH3:15])[CH3:14])[C:7]=2[CH:6]=1)=[O:4].[Br-].[CH3:20][C:21]1[CH:22]=[CH:23][C:24]([Zn+])=[N:25][CH:26]=1>C1COCC1.C1C=CC([P]([Pd]([P](C2C=CC=CC=2)(C2C=CC=CC=2)C2C=CC=CC=2)([P](C2C=CC=CC=2)(C2C=CC=CC=2)C2C=CC=CC=2)[P](C2C=CC=CC=2)(C2C=CC=CC=2)C2C=CC=CC=2)(C2C=CC=CC=2)C2C=CC=CC=2)=CC=1>[CH3:1][O:2][C:3]([C:5]1[CH:17]=[C:16]([C:24]2[CH:23]=[CH:22][C:21]([CH3:20])=[CH:26][N:25]=2)[C:8]2[N:9]=[CH:10][N:11]([CH2:12][CH:13]([CH3:15])[CH3:14])[C:7]=2[CH:6]=1)=[O:4] |f:1.2,^1:36,38,57,76|. Solvent: C1CCOC1 (THF). The reactants are C(C)(C)(C)C1=CC=C(C(=O)NC2=C(C(=O)NC3=CC=C(C=C3)OC)C=CC(=C2)N)C=C1 (2-(4-tert-butylbenzoylamino)-4-amino-N-(4-methoxyphenyl)benzamide), C(C)S(=O)(=O)Cl (ethanesulfonyl chloride). Yields the product C(C)(C)(C)C1=CC=C(C(=O)NC2=C(C(=O)NC3=CC=C(C=C3)OC)C=CC(=C2)NS(=O)(=O)CC)C=C1 (2-(4-tert-Butylbenzoylamino)-4-(ethylsulfonylamino)-N-(4-methoxyphenyl)benzamide). Yield: 52.0%. Reaction SMILES: [C:1]([C:5]1[CH:31]=[CH:30][C:8]([C:9]([NH:11][C:12]2[CH:28]=[C:27]([NH2:29])[CH:26]=[CH:25][C:13]=2[C:14]([NH:16][C:17]2[CH:22]=[CH:21][C:20]([O:23][CH3:24])=[CH:19][CH:18]=2)=[O:15])=[O:10])=[CH:7][CH:6]=1)([CH3:4])([CH3:3])[CH3:2].[CH2:32]([S:34](Cl)(=[O:36])=[O:35])[CH3:33]>>[C:1]([C:5]1[CH:31]=[CH:30][C:8]([C:9]([NH:11][C:12]2[CH:28]=[C:27]([NH:29][S:34]([CH2:32][CH3:33])(=[O:36])=[O:35])[CH:26]=[CH:25][C:13]=2[C:14]([NH:16][C:17]2[CH:22]=[CH:21][C:20]([O:23][CH3:24])=[CH:19][CH:18]=2)=[O:15])=[O:10])=[CH:7][CH:6]=1)([CH3:4])([CH3:2])[CH3:3]. Procedure details: Using the procedure described in Example 59, Part E, 2-(4-tert-butylbenzoylamino)-4-amino-N-(4-methoxyphenyl)benzamide was reacted with ethanesulfonyl chloride (0.47 mmol) to yield 127 mg (52%) of the title compound as a solid. The reactants are C1CCOC1, C[Si](C)(C)[N-][Si](C)(C)C, Cc1ccccc1, COC(=O)NCc1cc(C(F)(F)F)ccc1-c1cc(C(C)C)ccc1OC, FC(F)(F)c1cccc(CBr)c1, [K+], O. Reaction SMILES: [CH2:51]1[O:52][CH2:53][CH2:54][CH2:55]1.[CH3:40][Si:41]([N-:42][Si:43]([CH3:44])([CH3:45])[CH3:46])([CH3:47])[CH3:48].[CH3:56][c:57]1[cH:58][cH:59][cH:60][cH:61][cH:62]1.[CH:1]([CH3:2])([CH3:3])[c:4]1[cH:5][cH:6][c:7]([O:26][CH3:27])[c:8](-[c:10]2[c:11]([CH2:20][NH:21][C:22]([O:23][CH3:24])=[O:25])[cH:12][c:13]([C:16]([F:17])([F:18])[F:19])[cH:14][cH:15]2)[cH:9]1.[F:28][C:29]([c:30]1[cH:31][c:32]([CH2:33][Br:34])[cH:35][cH:36][cH:37]1)([F:38])[F:39].[K+:49].[OH2:50]>>[CH:1]([CH3:2])([CH3:3])[c:4]1[cH:5][cH:6][c:7]([O:26][CH3:27])[c:8](-[c:10]2[c:11]([CH2:20][N:21]([C:22]([O:23][CH3:24])=[O:25])[CH2:33][c:32]3[cH:31][c:30]([C:29]([F:28])([F:38])[F:39])[cH:37][cH:36][cH:35]3)[cH:12][c:13]([C:16]([F:17])([F:18])[F:19])[cH:14][cH:15]2)[cH:9]1. The product is COC(=O)N(Cc1cccc(C(F)(F)F)c1)Cc1cc(C(F)(F)F)ccc1-c1cc(C(C)C)ccc1OC.